This data is from the Open Reaction Database (ORD), a public repository of structured organic reaction records. The task is: describe an organic reaction: reactants, conditions, products, and yield Starting materials: FC(C(=O)O)(F)F (Trifluoroacetic acid), C(C)(C)(C)OC(=O)N(C1CCN(CC1)C(=O)OCC1=CC=CC=C1)CC(C1=CC=NC=C1)NS(=O)C(C)(C)C (benzyl 4-((tert-butoxycarbonyl){2-[(tert-butylsulfinyl)amino]-2-pyridin-4-ylethyl}amino)piperidine-1-carboxylate), Cl (HCl), O1CCOCC1 (dioxane). The solvent is ClCCl (dichloromethane). Conditions: time 1 hour. Yields the product NC(CNC1CCN(CC1)C(=O)OCC1=CC=CC=C1)C1=CC=NC=C1 (Benzyl 4-[(2-amino-2-pyridin-4-ylethyl)amino]piperidine-1-carboxylate). RXN SMILES: FC(F)(F)C(O)=O.C(OC([N:15]([CH2:32][CH:33]([NH:40]S(C(C)(C)C)=O)[C:34]1[CH:39]=[CH:38][N:37]=[CH:36][CH:35]=1)[CH:16]1[CH2:21][CH2:20][N:19]([C:22]([O:24][CH2:25][C:26]2[CH:31]=[CH:30][CH:29]=[CH:28][CH:27]=2)=[O:23])[CH2:18][CH2:17]1)=O)(C)(C)C.Cl.O1CCOCC1>ClCCl>[NH2:40][CH:33]([C:34]1[CH:39]=[CH:38][N:37]=[CH:36][CH:35]=1)[CH2:32][NH:15][CH:16]1[CH2:21][CH2:20][N:19]([C:22]([O:24][CH2:25][C:26]2[CH:31]=[CH:30][CH:29]=[CH:28][CH:27]=2)=[O:23])[CH2:18][CH2:17]1. Procedure details: Trifluoroacetic acid (5 mL) was added to a solution of benzyl 4-((tert-butoxycarbonyl){2-[(tert-butylsulfinyl)amino]-2-pyridin-4-ylethyl}amino)piperidine-1-carboxylate (230 mg, 0.412 mmol) in dichloromethane (10 mL). After 1 h, the reaction was concentrated, dissolved in methanol (5 μL), and treated with 4 N HCl in dioxane (4.12 mmol). After 1 h, the reaction was concentrated to give the title compound. MS 355.2 (M+1) The reactants are CC(C)O, Clc1ncnc2cccnc12, Cl, NCc1ccccc1. Yields the product c1ccc(CNc2ncnc3cccnc23)cc1. As a reaction SMILES: [CH3:21][CH:22]([OH:23])[CH3:24].[Cl:1][c:2]1[c:3]2[c:4]([n:5][cH:6][n:7]1)[cH:8][cH:9][cH:10][n:11]2.[ClH:20].[NH2:12][CH2:13][c:14]1[cH:15][cH:16][cH:17][cH:18][cH:19]1>>[c:2]1([NH:12][CH2:13][c:14]2[cH:15][cH:16][cH:17][cH:18][cH:19]2)[c:3]2[c:4]([n:5][cH:6][n:7]1)[cH:8][cH:9][cH:10][n:11]2. Reactants: C(=C)(C)N1C(NC2=C1C=CC=C2)=O (1-isopropenylbenzimidazolone), C1(=CC=CC=C1)P(C1=CC=CC=C1)C1=CC=CC=C1 (triphenylphosphine), C1(=CC=CC2=CC=CC=C12)CO (naphthalen-1-yl-methanol), N(=NC(=O)OC(C)C)C(=O)OC(C)C (diisopropyl azodicarboxylate). Solvent: C1CCOC1 (THF). Run at time 16 hour. Yields the product C(=C)(C)N1C(N(C2=C1C=CC=C2)CC2=CC=CC1=CC=CC=C21)=O (1-isopropenyl-3-naphthalen-1-ylmethyl-1,3-dihydro-benzimidazol-2-one). Yield: 89.3%. RXN SMILES: [C:1]([N:4]1[C:8]2[CH:9]=[CH:10][CH:11]=[CH:12][C:7]=2[NH:6][C:5]1=[O:13])([CH3:3])=[CH2:2].C1(P(C2C=CC=CC=2)C2C=CC=CC=2)C=CC=CC=1.[C:33]1([CH2:43]O)[C:42]2[C:37](=[CH:38][CH:39]=[CH:40][CH:41]=2)[CH:36]=[CH:35][CH:34]=1.N(C(OC(C)C)=O)=NC(OC(C)C)=O>C1COCC1>[C:1]([N:4]1[C:8]2[CH:9]=[CH:10][CH:11]=[CH:12][C:7]=2[N:6]([CH2:43][C:33]2[C:42]3[C:37](=[CH:38][CH:39]=[CH:40][CH:41]=3)[CH:36]=[CH:35][CH:34]=2)[C:5]1=[O:13])([CH3:3])=[CH2:2]. Procedure: To a solution of 1-isopropenylbenzimidazolone (1.0 g, 5.7 mmol) in dry THF (80 mL) are added triphenylphosphine (1.8 g, 6.9 mmol) and naphthalen-1-yl-methanol (1.1 g, 6.9 mmol). Then diisopropyl azodicarboxylate (1.4 mL, 6.9 mmol) is added drop wise into the above solution at room temperature. The mixture is stirred for 16 hrs and then the solvent is removed under vacuum. The residue is purified by flash column chromatography using 10% EtOAc in hexanes to give 1.6 g (89%) of 1-isopropenyl-3-naph...